From a dataset of the Open Reaction Database (ORD), a public repository of structured organic reaction records. describe an organic reaction: reactants, conditions, products, and yield Reactants: ClC1=C2C(=NC=N1)N(N=C2C=2OC(=CC2)[N+](=O)[O-])C (4-chloro-1-methyl-3-(5-nitro-2-furyl)-1H-pyrazolo[3,4-d]pyrimidine), CNC (dimethylamine). Run in C(C)(=O)OCC (ethyl acetate). The product is CN(C1=C2C(=NC=N1)N(N=C2C=2OC(=CC2)[N+](=O)[O-])C)C (4-dimethylamino-1-methyl-3-(5-nitro-2-furyl)-1H-pyrazolo[3,4-d]pyrimidine). RXN SMILES: Cl[C:2]1[N:7]=[CH:6][N:5]=[C:4]2[N:8]([CH3:19])[N:9]=[C:10]([C:11]3[O:12][C:13]([N+:16]([O-:18])=[O:17])=[CH:14][CH:15]=3)[C:3]=12.[CH3:20][NH:21][CH3:22]>C(OCC)(=O)C>[CH3:20][N:21]([CH3:22])[C:2]1[N:7]=[CH:6][N:5]=[C:4]2[N:8]([CH3:19])[N:9]=[C:10]([C:11]3[O:12][C:13]([N+:16]([O-:18])=[O:17])=[CH:14][CH:15]=3)[C:3]=12. Reported procedure: A mixture of 10.0 grams of 4-chloro-1-methyl-3-(5-nitro-2-furyl)-1H-pyrazolo[3,4-d]pyrimidine, 6.0 grams of dimethylamine and 600 milliliters of ethyl acetate was heated at reflux for 30 minutes, cooled and filtered. The filtrate was extracted with three 100 milliliters portions of water. The organic layer was dried over anhydrous magnesium sulphate and evaporated down to dryness. The crystalline product was collected, washed with ethanol and dried. Recrystallisation from ethyl acetate gave 4-di...